Dataset: the Open Reaction Database (ORD), a public repository of structured organic reaction records. Task: describe an organic reaction: reactants, conditions, products, and yield The product is CC(C)(C)C(=O)OCC1OC(Oc2nn(CCOCc3ccccc3)c3nccc(CCc4ccccc4)c23)C(OC(=O)C(C)(C)C)C(OC(=O)C(C)(C)C)C1OC(=O)C(C)(C)C. As a reaction SMILES: [Br:60][CH2:61][CH2:62][O:63][CH2:64][c:65]1[cH:66][cH:67][cH:68][cH:69][cH:70]1.[C:54](=[O:55])([O-:56])[O-:57].[CH3:73][C:74](=[O:75])[CH3:76].[Cs+:58].[Cs+:59].[I-:72].[Na+:71].[c:1]1([CH2:7][CH2:8][c:9]2[c:10]3[c:11]([n:12][cH:13][cH:14]2)[nH:15][n:16][c:17]3[O:18][CH:19]2[CH:20]([O:21][C:22]([C:23]([CH3:24])([CH3:25])[CH3:26])=[O:27])[CH:28]([O:29][C:30]([C:31]([CH3:32])([CH3:33])[CH3:34])=[O:35])[CH:36]([O:37][C:38]([C:39]([CH3:40])([CH3:41])[CH3:42])=[O:43])[CH:44]([CH2:46][O:47][C:48]([C:49]([CH3:50])([CH3:51])[CH3:52])=[O:53])[O:45]2)[cH:2][cH:3][cH:4][cH:5][cH:6]1>>[c:1]1([CH2:7][CH2:8][c:9]2[c:10]3[c:11]([n:12][cH:13][cH:14]2)[n:15]([CH2:61][CH2:62][O:63][CH2:64][c:65]2[cH:66][cH:67][cH:68][cH:69][cH:70]2)[n:16][c:17]3[O:18][CH:19]2[CH:20]([O:21][C:22]([C:23]([CH3:24])([CH3:25])[CH3:26])=[O:27])[CH:28]([O:29][C:30]([C:31]([CH3:32])([CH3:33])[CH3:34])=[O:35])[CH:36]([O:37][C:38]([C:39]([CH3:40])([CH3:41])[CH3:42])=[O:43])[CH:44]([CH2:46][O:47][C:48]([C:49]([CH3:50])([CH3:51])[CH3:52])=[O:53])[O:45]2)[cH:2][cH:3][cH:4][cH:5][cH:6]1. Reactants: BrCCOCc1ccccc1, O=C([O-])[O-], CC(C)=O, [Cs+], [Cs+], [I-], [Na+], CC(C)(C)C(=O)OCC1OC(Oc2n[nH]c3nccc(CCc4ccccc4)c23)C(OC(=O)C(C)(C)C)C(OC(=O)C(C)(C)C)C1OC(=O)C(C)(C)C. The reactants are C=CCC(O)CC1COC(C)(C)N1C(=O)OC(C)(C)C, C=CCBr, [H-], [Na+], C1CCOC1. The product is C=CCOC(CC=C)CC1COC(C)(C)N1C(=O)OC(C)(C)C. As a reaction SMILES: [C:1]([CH3:2])([CH3:3])([CH3:4])[O:5][C:6](=[O:7])[N:8]1[C:9]([CH3:19])([CH3:20])[O:10][CH2:11][CH:12]1[CH2:13][CH:14]([CH2:15][CH:16]=[CH2:17])[OH:18].[CH2:23]([CH:24]=[CH2:25])[Br:26].[H-:21].[Na+:22].[O:27]1[CH2:28][CH2:29][CH2:30][CH2:31]1>>[C:1]([CH3:2])([CH3:3])([CH3:4])[O:5][C:6](=[O:7])[N:8]1[C:9]([CH3:19])([CH3:20])[O:10][CH2:11][CH:12]1[CH2:13][CH:14]([CH2:15][CH:16]=[CH2:17])[O:18][CH2:25][CH:24]=[CH2:23]. Reactants: C1COCCO1, CCOC(C)=O, Cl, [Li+], [OH-], O, O, CC(C)c1ccc2c(Nc3cc(C(=O)Nc4nnc(C(F)(F)F)s4)ccc3Sc3ccc(NC(=O)OCC4c5ccccc5-c5ccccc54)cc3)ncnc2n1. Product: CC(C)c1ccc2c(Nc3cc(C(=O)Nc4nnc(C(F)(F)F)s4)ccc3Sc3ccc(N)cc3)ncnc2n1. Reaction SMILES: [CH2:62]1[O:63][CH2:64][CH2:65][O:66][CH2:67]1.[CH3:69][CH2:70][O:71][C:72](=[O:73])[CH3:74].[ClH:61].[Li+:60].[OH-:59].[OH2:58].[OH2:68].[cH:1]1[c:2]2[c:14]([cH:15][cH:16][cH:57]1)-[c:9]1[c:8]([cH:13][cH:12][cH:11][cH:10]1)[CH:3]2[CH2:4][O:5][C:6](=[O:7])[NH:17][c:18]1[cH:19][cH:20][c:21]([S:24][c:25]2[c:26]([NH:43][c:44]3[c:45]4[c:46]([n:47][cH:48][n:49]3)[n:50][c:51]([CH:54]([CH3:55])[CH3:56])[cH:52][cH:53]4)[cH:27][c:28]([C:31]([NH:32][c:33]3[s:34][c:35]([C:38]([F:39])([F:40])[F:41])[n:36][n:37]3)=[O:42])[cH:29][cH:30]2)[cH:22][cH:23]1>>[NH2:17][c:18]1[cH:19][cH:20][c:21]([S:24][c:25]2[c:26]([NH:43][c:44]3[c:45]4[c:46]([n:47][cH:48][n:49]3)[n:50][c:51]([CH:54]([CH3:55])[CH3:56])[cH:52][cH:53]4)[cH:27][c:28]([C:31]([NH:32][c:33]3[s:34][c:35]([C:38]([F:39])([F:40])[F:41])[n:36][n:37]3)=[O:42])[cH:29][cH:30]2)[cH:22][cH:23]1. Reactants: O=C([O-])[O-], N#Cc1cc(Cl)ccc1Cl, [Cs+], [Cs+], CN(C)C=O, O, c1nc[nH]n1. Product: N#Cc1cc(Cl)ccc1-n1cncn1. Reaction SMILES: [C:11](=[O:12])([O-:13])[O-:14].[Cl:1][c:2]1[c:3]([C:4]#[N:5])[cH:6][c:7]([Cl:10])[cH:8][cH:9]1.[Cs+:15].[Cs+:16].[O:22]=[CH:23][N:24]([CH3:25])[CH3:26].[OH2:27].[nH:17]1[n:18][cH:19][n:20][cH:21]1>>[c:2]1(-[n:17]2[n:18][cH:19][n:20][cH:21]2)[c:3]([C:4]#[N:5])[cH:6][c:7]([Cl:10])[cH:8][cH:9]1. Reactants: C(C)N(CCCN(C\C=C\CN(CCCN(C(=O)OC(C)(C)C)CC)C(=O)OC(C)(C)C)C(=O)OC(C)(C)C)C(=O)OC(C)(C)C ((E)-1,14-di-ethyl-1,5,10,14-tetra-BOC-1,5,10,14-tetraazatetradec-7-ene), Cl (hydrochloric acid). The solvent is C(C)OCC (diethyl ether). The product is Cl.Cl.Cl.Cl.C(C)NCCCNC\C=C\CNCCCNCC ((E)-1,14-Di-ethyl-1,5,10,14-tetraazatetradec-7-ene tetrahydrochloride). As a reaction SMILES: [CH2:1]([N:3](C(OC(C)(C)C)=O)[CH2:4][CH2:5][CH2:6][N:7](C(OC(C)(C)C)=O)[CH2:8]/[CH:9]=[CH:10]/[CH2:11][N:12](C(OC(C)(C)C)=O)[CH2:13][CH2:14][CH2:15][N:16]([CH2:24][CH3:25])C(OC(C)(C)C)=O)[CH3:2].[ClH:47]>C(OCC)C>[ClH:47].[ClH:47].[ClH:47].[ClH:47].[CH2:24]([NH:16][CH2:15][CH2:14][CH2:13][NH:12][CH2:11]/[CH:10]=[CH:9]/[CH2:8][NH:7][CH2:6][CH2:5][CH2:4][NH:3][CH2:1][CH3:2])[CH3:25] |f:3.4.5.6.7|. Procedure details: 1.97 g (3 mmol) of (E)-1,14-di-ethyl-1,5,10,14-tetra-BOC-1,5,10,14-tetraazatetradec-7-ene and 30 ml of 3N methanolic hydrochloric acid are reacted analogously to Example 1. The addition of 50 ml of diethyl ether to the reaction mixture and subsequent filtration yield the title compound, m.p. >260° C. 1H-NMR (D2O): δ1.28(t,6H); 2.04-2.15(m,4H); 3.08-3.19(m,12H); 3.76(d,4H); 6.04-6.07(m,2H). Starting materials: N1CCC(=CC1)C1=CNC2=CC=C(C=C12)Cl (3-(1,2,3,6-tetrahydro-4-pyridinyl)-5-chloro-1H-indole), CC(=O)CC(C)C (isobutyl methyl ketone), C([O-])([O-])=O.[Na+].[Na+] (sodium carbonate), ClCCCOC1COCCC1 (3-(3-chloropropyloxy)-tetrahydro-2H-pyran). The solvent is O (water). Run at time 24 hour. Product: O1C(CCCC1)OCCCN1CCC(=CC1)C1=CNC2=CC=CC=C12 (3-[1-(3-{2-tetrahydropyranyloxy}-propyl)-1,2,3,6-tetrahydro-4-pyridinyl]-1H-indole). As a reaction SMILES: [NH:1]1[CH2:6][CH:5]=[C:4]([C:7]2[C:15]3[C:10](=[CH:11][CH:12]=[C:13](Cl)[CH:14]=3)[NH:9][CH:8]=2)[CH2:3][CH2:2]1.C[C:18]([CH2:20][CH:21](C)C)=[O:19].C(=O)([O-])[O-].[Na+].[Na+].ClCCCO[CH:35]1[CH2:40][CH2:39][CH2:38][O:37][CH2:36]1>O>[O:37]1[CH2:36][CH2:35][CH2:40][CH2:39][CH:38]1[O:19][CH2:18][CH2:20][CH2:21][N:1]1[CH2:6][CH:5]=[C:4]([C:7]2[C:15]3[C:10](=[CH:11][CH:12]=[CH:13][CH:14]=3)[NH:9][CH:8]=2)[CH2:3][CH2:2]1 |f:2.3.4|. Reported procedure: A mixture of 11.6 g of 3-(1,2,3,6-tetrahydro-4-pyridinyl)-5-chloro-1H-indole, 120 ml of isobutyl methyl ketone, 15.9 g of sodium carbonate and 22 ml of 3-(3-chloropropyloxy)-tetrahydro-2H-pyran was stirred at 100°-105° C. under an inert atmosphere for 24 hours and was cooled and poured into 500 ml of water. The mixture was stirred for one hour and was extracted with ethyl acetate. The organic phase was washed with water and with aqueous sodium chloride solution, dried and evaporated to dryness. ...